This data is from the Open Reaction Database (ORD), a public repository of structured organic reaction records. The task is: describe an organic reaction: reactants, conditions, products, and yield Starting materials: [N+](=O)([O-])C=1C=CC(=C(C1)OC)C(F)(F)F (5-Nitro-2-trifluoromethylanisole), Cl.N1=CC=CC=C1 (pyridine hydrochloride), Cl (HCl). The solvent is CCOC(=O)C (EtOAc). Reaction conditions: temperature 210 celsius. The product is [N+](=O)([O-])C=1C=CC(=C(C1)O)C(F)(F)F (5-Nitro-2-trifluoromethylphenol). RXN SMILES: [N+:1]([C:4]1[CH:5]=[CH:6][C:7]([C:12]([F:15])([F:14])[F:13])=[C:8]([O:10]C)[CH:9]=1)([O-:3])=[O:2].Cl.N1C=CC=CC=1.Cl>CCOC(C)=O>[N+:1]([C:4]1[CH:5]=[CH:6][C:7]([C:12]([F:13])([F:14])[F:15])=[C:8]([OH:10])[CH:9]=1)([O-:3])=[O:2] |f:1.2|. Procedure: 5-Nitro-2-trifluoromethylanisole (10.7 g, 48.5 mmol) and pyridine hydrochloride (44.9 g, 388 mmol) were combined in a round-bottom flask and heated at 210° C. for 2 h. The reaction was cooled to RT and dissolved into 6 N HCl and EtOAc. The layers were separated, and the organic layer was washed 4× with 2 N HCl and once with brine, dried over Na2SO4, filtered, and concentrated in vacuo, to yield the title compound as a dark red solid. Starting materials: OC1=CC=C(C=C1)C1C2C(C3=CC=4OC(CCC4C=C3C1)=O)CCCC2 (5-(4-Hydroxy-phenyl)-1,2,3,4,4a,5,6,8,9,12b-decahydro-11-oxa-benzo[a]anthracen-10-one), CN (methylamine). Solvent: O1CCCC1 (tetrahydrofuran). Conditions: time 30 minute. Yields the product OC=1C(=CC=2CC(C3CCCCC3C2C1)C1=CC=C(C=C1)O)CCC(=O)NC (3-[3-Hydroxy-9-(4-hydroxy-phenyl)-4b,5,6,7,8,8a,9,10-octahydro-phenanthren-2-yl]-N-methyl-propionamide). Yield: 92.0%. RXN SMILES: [OH:1][C:2]1[CH:7]=[CH:6][C:5]([CH:8]2[CH2:21][C:20]3[C:11](=[CH:12][C:13]4[O:14][C:15](=[O:22])[CH2:16][CH2:17][C:18]=4[CH:19]=3)[CH:10]3[CH2:23][CH2:24][CH2:25][CH2:26][CH:9]23)=[CH:4][CH:3]=1.[CH3:27][NH2:28]>O1CCCC1>[OH:14][C:13]1[C:18]([CH2:17][CH2:16][C:15]([NH:28][CH3:27])=[O:22])=[CH:19][C:20]2[CH2:21][CH:8]([C:5]3[CH:4]=[CH:3][C:2]([OH:1])=[CH:7][CH:6]=3)[CH:9]3[CH:10]([C:11]=2[CH:12]=1)[CH2:23][CH2:24][CH2:25][CH2:26]3. Procedure details: Combine 5-(4-Hydroxy-phenyl)-1,2,3,4,4a,5,6,8,9,12b-decahydro-11-oxa-benzo[a]anthracen-10-one (0.014 g, 0.04 mmol) and excess methylamine (40% in water) in tetrahydrofuran (1 ml). After 30 minutes, remove solvent in vacuo, dissolve in ethyl acetate and dry over anhydrous sodium sulfate. Remove solvent in vacuo to yield the titled compound (0.014 g, 92%). 1H NMR (DMSO-d6) 9.19 (s, 1H), 9.02 (s, 1H), 7.11 (d, J=8.8 Hz, 2H), 6.83 (s, 1H), 6.79 (s, 1H), 6.73 (d, J=8.4 Hz, 2H), 3.1 (m, 3H), 2.7 (m, 3... The reactants are C[Si](Cl)(C)C (trimethylchlorosilane), Cl.CN(C1(CCC(CC1)NC(=O)NC(CC1=CNC2=CC=CC=C12)C)C1=CC=CC=C1)C (1-(4-dimethylamino-4-phenylcyclohexyl)-3-[2-(1H-indol-3-yl)-1-methylethyl]urea hydrochloride), NC(=O)N (urea). Solvent: CC(=O)CC (ethyl methyl ketone). Yields the product Cl.CN(C1(CCC(CC1)NC(=O)NC(CC1=CNC2=CC=CC=C12)C)C1=CC=CC=C1)C (1-(4-Dimethylamino-4-phenylcyclohexyl)-3-[2-(1H-indol-3-yl)-1-methyl-ethyl]urea hydrochloride), CN(C1(CCC(CC1)NC(=O)NC(CC1=CNC2=CC=CC=C12)C)C1=CC=CC=C1)C (1-(4-dimethylamino-4-phenylcyclohexyl)-3-[2-(1H-indol-3-yl)-1-methyl-ethyl]urea). RXN SMILES: Cl.[CH3:2][N:3]([CH3:32])[C:4]1([C:26]2[CH:31]=[CH:30][CH:29]=[CH:28][CH:27]=2)[CH2:9][CH2:8][CH:7]([NH:10][C:11]([NH:13][CH:14]([CH3:25])[CH2:15][C:16]2[C:24]3[C:19](=[CH:20][CH:21]=[CH:22][CH:23]=3)[NH:18][CH:17]=2)=[O:12])[CH2:6][CH2:5]1.NC(N)=O.C[Si](C)(C)[Cl:39]>CC(CC)=O>[ClH:39].[CH3:32][N:3]([CH3:2])[C:4]1([C:26]2[CH:31]=[CH:30][CH:29]=[CH:28][CH:27]=2)[CH2:5][CH2:6][CH:7]([NH:10][C:11]([NH:13][CH:14]([CH3:25])[CH2:15][C:16]2[C:24]3[C:19](=[CH:20][CH:21]=[CH:22][CH:23]=3)[NH:18][CH:17]=2)=[O:12])[CH2:8][CH2:9]1.[CH3:32][N:3]([CH3:2])[C:4]1([C:26]2[CH:31]=[CH:30][CH:29]=[CH:28][CH:27]=2)[CH2:5][CH2:6][CH:7]([NH:10][C:11]([NH:13][CH:14]([CH3:25])[CH2:15][C:16]2[C:24]3[C:19](=[CH:20][CH:21]=[CH:22][CH:23]=3)[NH:18][CH:17]=2)=[O:12])[CH2:8][CH2:9]1 |f:0.1,5.6|. Procedure details: In order to produce 1-(4-dimethylamino-4-phenylcyclohexyl)-3-[2-(1H-indol-3-yl)-1-methylethyl]urea hydrochloride (Example 17), the more nonpolar diastereoisomer of 1-(4-dimethylamino-4-phenylcyclohexyl)-3-[2-1H-indol-3-yl)-1-methylethyl]urea (125 mg, 0.3 mmole) was dissolved in ethyl methyl ketone (3 ml) and combined with trimethylchlorosilane (57 μl, 0.45 mmole). The resulting solid was filtered out and dried. The hydrochloride of the more nonpolar diastereoisomer of 1-(4-dimethylamino-4-phenyl... Starting materials: FC1=C(OC2=CC(=NC=N2)NC(=O)N2CCC(CC2)CN2CCCC2)C=CC(=C1)[N+](=O)[O-] (4-(Pyrrolidin-1-ylmethyl)piperidine-1-carboxylic acid [6-(2-fluoro-4-nitrophenoxy)pyrimidin-4-yl]amide). Reagents/catalysts: [C].[Pd] (palladium carbon). Run in O1CCCC1 (tetrahydrofuran), CO (methanol). Conditions: time 6 hour. Yields the product crude product, NC1=CC(=C(OC2=CC(=NC=N2)NC(=O)N2CCC(CC2)CN2CCCC2)C=C1)F (4-(pyrrolidin-1-ylmethyl)piperidine-1-carboxylic acid [6-(4-amino-2-fluorophenoxy)pyrimidin-4-yl]amide). The yield is 61.7%. Reaction SMILES: [F:1][C:2]1[CH:29]=[C:28]([N+:30]([O-])=O)[CH:27]=[CH:26][C:3]=1[O:4][C:5]1[N:10]=[CH:9][N:8]=[C:7]([NH:11][C:12]([N:14]2[CH2:19][CH2:18][CH:17]([CH2:20][N:21]3[CH2:25][CH2:24][CH2:23][CH2:22]3)[CH2:16][CH2:15]2)=[O:13])[CH:6]=1>O1CCCC1.CO.[C].[Pd]>[NH2:30][C:28]1[CH:27]=[CH:26][C:3]([O:4][C:5]2[N:10]=[CH:9][N:8]=[C:7]([NH:11][C:12]([N:14]3[CH2:19][CH2:18][CH:17]([CH2:20][N:21]4[CH2:25][CH2:24][CH2:23][CH2:22]4)[CH2:16][CH2:15]3)=[O:13])[CH:6]=2)=[C:2]([F:1])[CH:29]=1 |f:3.4|. Procedure: 4-(Pyrrolidin-1-ylmethyl)piperidine-1-carboxylic acid [6-(2-fluoro-4-nitrophenoxy)pyrimidin-4-yl]amide (350 mg) was dissolved in tetrahydrofuran (8 ml) and methanol (8 ml), and then 10% palladium carbon (162 mg) was added, followed by stirring under a hydrogen atmosphere for 6 hrs. The reaction mixture was filtered to remove the catalyst. The filtrate was concentrated under reduced pressure to give a residue, which was purified by silica gel column chromatography (eluent; ethyl acetate:methanol=... The reactants are C(C)OC(=O)C1CCN(CCC1=O)C(=O)OC(C)(C)C (racemic 5-oxo-azepane-1,4-dicarboxylic acid 1-tert-butyl ester 4-ethyl ester), [H-].[Na+] (NaH), oil, CI (Methyl iodide), O (H2O). The solvent is CN(C)C=O (DMF), CN(C)C=O (DMF). Reaction conditions: time 1 hour. Yields the product C(C)OC(=O)C1(CCN(CCC1=O)C(=O)OC(C)(C)C)C (4-methyl-5-oxo-azepane-1,4-dicarboxylic acid 1-tert-butyl ester 4-ethyl ester), C(C)(=O)N1CCC(C(CC1)C)=O (racemic 1-acetyl-5-methyl-azepan-4-one). Isolated yield 95.0%. Reaction SMILES: [CH2:1]([O:3][C:4]([CH:6]1[C:12](=[O:13])[CH2:11][CH2:10][N:9]([C:14]([O:16][C:17]([CH3:20])([CH3:19])[CH3:18])=[O:15])[CH2:8][CH2:7]1)=[O:5])[CH3:2].[H-].[Na+].[CH3:23]I.O>CN(C=O)C>[CH2:1]([O:3][C:4]([C:6]1([CH3:23])[C:12](=[O:13])[CH2:11][CH2:10][N:9]([C:14]([O:16][C:17]([CH3:19])([CH3:18])[CH3:20])=[O:15])[CH2:8][CH2:7]1)=[O:5])[CH3:2].[C:14]([N:9]1[CH2:8][CH2:7][CH:6]([CH3:4])[C:12](=[O:13])[CH2:11][CH2:10]1)(=[O:16])[CH3:23] |f:1.2|. Procedure details: A solution of compound racemic 5-oxo-azepane-1,4-dicarboxylic acid 1-tert-butyl ester 4-ethyl ester (2.5 g, 8.77 mmole) in 10 mL of DMF was added at 0° C. to a stirred suspension of NaH 60% dispersion in oil (355 mg, 8.77 mmole) in 10 mL of DMF. The reaction mixture was allowed to stir RT for one hour before being cooled to 0° C. Methyl iodide (1.37 mL, 21.92 mmole, 2.5 eqv) was added slowly and the reaction mixture was stirred at RT for 3 h before being poured into cold H2O and extracted with E... Reactants: COc1cc(N)cc(OC)c1OC, CSc1ccc(C#N)cc1. The product is COc1cc(NC(=N)c2ccc(SC)cc2)cc(OC)c1OC. Reaction SMILES: [CH3:11][O:12][c:13]1[cH:14][c:15]([NH2:16])[cH:17][c:18]([O:22][CH3:23])[c:19]1[O:20][CH3:21].[CH3:1][S:2][c:3]1[cH:4][cH:5][c:6]([C:7]#[N:8])[cH:9][cH:10]1>>[CH3:1][S:2][c:3]1[cH:4][cH:5][c:6]([C:7](=[NH:8])[NH:16][c:15]2[cH:14][c:13]([O:12][CH3:11])[c:19]([O:20][CH3:21])[c:18]([O:22][CH3:23])[cH:17]2)[cH:9][cH:10]1.